Dataset: the Open Reaction Database (ORD), a public repository of structured organic reaction records. Task: describe an organic reaction: reactants, conditions, products, and yield The yield is 30.0%. The reactants are COC(C(=O)OC(C)(C)C)C(=O)[O-] (Mono-t-butyl methoxymalonate), ClC=1C=C(N)C=C(C1)Cl (3,5-dichloroaniline), C1(CCCCC1)N=C=NC1CCCCC1 (1,3-dicyclohexylcarbodiimide). Reaction SMILES: [CH3:1][O:2][CH:3]([C:11]([O-:13])=O)[C:4]([O:6][C:7]([CH3:10])([CH3:9])[CH3:8])=[O:5].[Cl:14][C:15]1[CH:16]=[C:17]([CH:19]=[C:20]([Cl:22])[CH:21]=1)[NH2:18].C1(N=C=NC2CCCCC2)CCCCC1>>[Cl:14][C:15]1[CH:16]=[C:17]([NH:18][C:11](=[O:13])[CH:3]([O:2][CH3:1])[C:4]([O:6][C:7]([CH3:8])([CH3:9])[CH3:10])=[O:5])[CH:19]=[C:20]([Cl:22])[CH:21]=1. Yields the product ClC=1C=C(C=C(C1)Cl)NC(C(C(=O)OC(C)(C)C)OC)=O (t-butyl 3-[(3,5-dichlorophenyl)amino]-2-methoxy-3-oxopropanoate). Procedure: Mono-t-butyl methoxymalonate (5.42 grams, 0.03 mole), prepared in Part B, 3,5-dichloroaniline (4.62 grams, 0.03 mole) and 1,3-dicyclohexylcarbodiimide (5.88 grams, 0.03 mole) were reacted in a manner similar to that described in Example LVII to give 2.92 grams (0.009 mole) of t-butyl 3-[(3,5-dichlorophenyl)amino]-2-methoxy-3-oxopropanoate having a melting point of 129.5° C.-131.5° C. Elemental analysis of the product indicated the following: Starting materials: C=C(C)CBr, O=C(Cc1cc(OCc2ccccc2)cc(-c2ccc(C(F)(F)F)cc2)c1)N1C(=O)OCC1Cc1ccccc1, C1CCOC1, C[Si](C)(C)[N-][Si](C)(C)C, [Na+]. Product: C=C(C)CC(C(=O)N1C(=O)OCC1Cc1ccccc1)c1cc(OCc2ccccc2)cc(-c2ccc(C(F)(F)F)cc2)c1. Reaction SMILES: [Br:51][CH2:52][C:53](=[CH2:54])[CH3:55].[CH2:1]([c:2]1[cH:3][cH:4][cH:5][cH:6][cH:7]1)[CH:8]1[N:9]([C:14]([CH2:15][c:16]2[cH:17][c:18](-[c:30]3[cH:31][cH:32][c:33]([C:36]([F:37])([F:38])[F:39])[cH:34][cH:35]3)[cH:19][c:20]([O:22][CH2:23][c:24]3[cH:25][cH:26][cH:27][cH:28][cH:29]3)[cH:21]2)=[O:40])[C:10](=[O:13])[O:11][CH2:12]1.[CH2:56]1[O:57][CH2:58][CH2:59][CH2:60]1.[CH3:42][Si:43]([N-:44][Si:45]([CH3:46])([CH3:47])[CH3:48])([CH3:49])[CH3:50].[Na+:41]>>[CH2:1]([c:2]1[cH:3][cH:4][cH:5][cH:6][cH:7]1)[CH:8]1[N:9]([C:14]([CH:15]([c:16]2[cH:17][c:18](-[c:30]3[cH:31][cH:32][c:33]([C:36]([F:37])([F:38])[F:39])[cH:34][cH:35]3)[cH:19][c:20]([O:22][CH2:23][c:24]3[cH:25][cH:26][cH:27][cH:28][cH:29]3)[cH:21]2)[CH2:54][C:53](=[CH2:52])[CH3:55])=[O:40])[C:10](=[O:13])[O:11][CH2:12]1. The reactants are ClC=1C=C(CC2=C(C=C(C(=O)N)C=C2)OC)C=CC1Cl (4-(3,4-dichlorobenzyl)-3-methoxybenzamide), [Li+].C[Si](C)(C)[N-][Si](C)(C)C (LiHMDS), S(=O)(=O)(C)Cl (mesyl chloride). Solvent: C1CCOC1 (THF). Run at time 20 minute. Product: ClC=1C=C(CC2=C(C=C(C(=O)NS(=O)(=O)C)C=C2)OC)C=CC1Cl (4-(3,4-dichlorobenzyl)-3-methoxy-N-(methylsulfonyl)benzamide), solid. Isolated yield 21.0%. RXN SMILES: [Cl:1][C:2]1[CH:3]=[C:4]([CH:17]=[CH:18][C:19]=1[Cl:20])[CH2:5][C:6]1[CH:14]=[CH:13][C:9]([C:10]([NH2:12])=[O:11])=[CH:8][C:7]=1[O:15][CH3:16].[Li+].C[Si]([N-][Si](C)(C)C)(C)C.[S:31](Cl)([CH3:34])(=[O:33])=[O:32]>C1COCC1>[Cl:1][C:2]1[CH:3]=[C:4]([CH:17]=[CH:18][C:19]=1[Cl:20])[CH2:5][C:6]1[CH:14]=[CH:13][C:9]([C:10]([NH:12][S:31]([CH3:34])(=[O:33])=[O:32])=[O:11])=[CH:8][C:7]=1[O:15][CH3:16] |f:1.2|. Reported procedure: To a solution of 4-(3,4-dichlorobenzyl)-3-methoxybenzamide (Preparation 155, 155 mg, 0.50 mmol) in anyhydrous THF (5 mL) was added 1M LiHMDS (1.25 mL, 1.25 mmol) via syringe. The mixture was stirred for 20 minutes before adding mesyl chloride (0.116 mL, 1.50 mmol) and then stirred for 18 hours at room temperature. The reaction was quenched with the addition of 2M HCl (20 mL), and the aqueous was extracted with EtOAc (3×20 mL). The combined organics were concentrated in vacuo and the residue was ... Reactants: ice water, crystals, [H-].[Na+] (Sodium hydride), COC=1C=C2C=C3C(=NC2=CC1OC)N=C(NC3=O)C(=O)OCC (ethyl 7,8-dimethoxypyrimido[4,5-b]quinolin-4(3H)-one-2-carboxylate), IC (iodomethane). Solvent: CN(C=O)C (N,N-dimethylformamide). Product: CN1C(=NC2=NC3=CC(=C(C=C3C=C2C1=O)OC)OC)C(=O)OCC (Ethyl 3-Methyl-7,8-Dimethoxypyrimido[4,5-b]quinolin-4(3H)-One-2-Carboxylate). RXN SMILES: [H-].[Na+].[CH3:3][O:4][C:5]1[CH:6]=[C:7]2[C:12](=[CH:13][C:14]=1[O:15][CH3:16])[N:11]=[C:10]1[N:17]=[C:18]([C:22]([O:24][CH2:25][CH3:26])=[O:23])[NH:19][C:20](=[O:21])[C:9]1=[CH:8]2.I[CH3:28]>CN(C)C=O>[CH3:28][N:19]1[C:20](=[O:21])[C:9]2[C:10](=[N:11][C:12]3[C:7]([CH:8]=2)=[CH:6][C:5]([O:4][CH3:3])=[C:14]([O:15][CH3:16])[CH:13]=3)[N:17]=[C:18]1[C:22]([O:24][CH2:25][CH3:26])=[O:23] |f:0.1|. Procedure details: Sodium hydride (470 mg. of 50% in oil, 0.011 mole) is added to a slurry of ethyl 7,8-dimethoxypyrimido[4,5-b]quinolin-4(3H)-one-2-carboxylate (3.3 g., 0.01 mole) in N,N-dimethylformamide (75 ml.). The mixture is stirred and heated on a steambath for 10 minutes and then at room temperature for a half hour. It is cooled in an ice-bath and iodomethane (2.19 g., 0.015 mole) added dropwise over a 30 minute period. Following completion of addition, the mixture is stirred for an additional 15 minutes i... Starting materials: N1=C(F)N=C(F)N=C1F (Cyanuric fluoride), ClC1=CC=C(C=C1)C1(CC1)CCC(=O)O (3-(1-(4-chlorophenyl)cyclopropyl)propanoic acid), N1=CC=CC=C1 (pyridine), solution, [F-].C(CCC)[N+](CCCC)(CCCC)CCCC (tetra-n-butylammonium fluoride), C1CCOC1 (THF), (Z)-tert-butyl 3-(2-hydroxy-2-(4-(N′-hydroxycarbamimidoyl)phenyl)ethylamino) propanoate, C(C)(C)N(CC)C(C)C (diisopropylethyl amine), C(C)(=O)OCC (ethyl acetate). Solvent: ClCCl (dichloromethane), ClCCl (dichloromethane). Reaction conditions: time 1 hour. Product: ClC1=CC=C(C=C1)C1(CC1)CCC1=NC(=NO1)C1=CC=C(C=C1)C(CNCCC(=O)O)O (N-(2-(4-(5-(2-(1-(4-chlorophenyl)cyclopropyl)ethyl)-1,2,4-oxadiazol-3-yl)phenyl)-2-hydroxyethyl)-beta-alanine). Yield: 25.0%. RXN SMILES: [N:1]1[C:8](F)=[N:7]C(F)=NC=1F.[Cl:10][C:11]1[CH:16]=[CH:15][C:14]([C:17]2([CH2:20][CH2:21][C:22]([OH:24])=O)[CH2:19][CH2:18]2)=[CH:13][CH:12]=1.N1C=C[CH:28]=[CH:27][CH:26]=1.C([N:34]([CH:37](C)C)[CH2:35][CH3:36])(C)C.[F-].C([N+](CCCC)(CCCC)CCCC)CCC.[CH2:58]1[CH2:62][O:61][CH2:60][CH2:59]1.[C:63]([O:66]CC)(=[O:65])C>ClCCl>[Cl:10][C:11]1[CH:12]=[CH:13][C:14]([C:17]2([CH2:20][CH2:21][C:22]3[O:24][N:7]=[C:8]([C:26]4[CH:60]=[CH:59][C:58]([CH:62]([OH:61])[CH2:37][NH:34][CH2:35][CH2:36][C:63]([OH:66])=[O:65])=[CH:28][CH:27]=4)[N:1]=3)[CH2:18][CH2:19]2)=[CH:15][CH:16]=1 |f:4.5|. Reported procedure: Cyanuric fluoride (0.018 mL, 0.215 mmol) was added to a mixture of 3-(1-(4-chlorophenyl)cyclopropyl)propanoic acid (47 mg, 0.209 mmol) and pyridine (0.017 mL, 0.215 mmol) in dichloromethane (5 mL). After 1 h, the reaction mixture was diluted with dichloromethane and washed with 1M aq. HCl solution. The organic layer was dried (MgSO4), filtered and concentrated. The crude residue was dissolved in acetonitrile (5 mL). (Z)-tert-butyl 3-(2-hydroxy-2-(4-(N′-hydroxycarbamimidoyl)phenyl)ethylamino) pro... The reactants are ClC(Cl)(Cl)Cl, Cc1ccc(C#N)c(F)c1, N#CC1(N=NC2(C#N)CCCCC2)CCCCC1, [Na+], [Na+], O=S([O-])([O-])=S, O=C1CCC(=O)N1Br, O. Product: N#Cc1ccc(CBr)cc1F. As a reaction SMILES: [Cl:44][C:45]([Cl:46])([Cl:47])[Cl:48].[F:1][c:2]1[c:3]([C:4]#[N:5])[cH:6][cH:7][c:8]([CH3:10])[cH:9]1.[N:11]([C:12]1([C:13]#[N:14])[CH2:15][CH2:16][CH2:17][CH2:18][CH2:19]1)=[N:20][C:21]1([C:22]#[N:23])[CH2:24][CH2:25][CH2:26][CH2:27][CH2:28]1.[Na+:37].[Na+:38].[O-:39][S:40]([O-:41])(=[S:42])=[O:43].[O:29]=[C:30]1[N:31]([Br:36])[C:32](=[O:33])[CH2:34][CH2:35]1.[OH2:49]>>[F:1][c:2]1[c:3]([C:4]#[N:5])[cH:6][cH:7][c:8]([CH2:10][Br:36])[cH:9]1.